Dataset: the Open Reaction Database (ORD), a public repository of structured organic reaction records. Task: describe an organic reaction: reactants, conditions, products, and yield The reactants are CC1=NN=C(O1)C(=O)NC(C)(C)C2=NC(=C(C(=O)N2C)O)C(=O)NCC=3C=CC(=CC3)F (Raltegravir), C(C)O (ethanol), C(C)(C)(C)N (tert-butylamine). The solvent is O (water). Reaction conditions: temperature 40 celsius. The product is CC1=NN=C(O1)C(=O)NC(C)(C)C2=NC(=C(C(=O)N2C)O)C(=O)NCC=3C=CC(=CC3)F.C(C)(C)(C)N (Raltegravir Tert-Butylamine). As a reaction SMILES: [CH3:1][C:2]1[O:6][C:5]([C:7]([NH:9][C:10]([C:13]2[N:19]([CH3:20])[C:17](=[O:18])[C:16]([OH:21])=[C:15]([C:22]([NH:24][CH2:25][C:26]3[CH:27]=[CH:28][C:29]([F:32])=[CH:30][CH:31]=3)=[O:23])[N:14]=2)([CH3:12])[CH3:11])=[O:8])=[N:4][N:3]=1.C(O)C.[C:36]([NH2:40])([CH3:39])([CH3:38])[CH3:37]>O>[CH3:1][C:2]1[O:6][C:5]([C:7]([NH:9][C:10]([C:13]2[N:19]([CH3:20])[C:17](=[O:18])[C:16]([OH:21])=[C:15]([C:22]([NH:24][CH2:25][C:26]3[CH:27]=[CH:28][C:29]([F:32])=[CH:30][CH:31]=3)=[O:23])[N:14]=2)([CH3:12])[CH3:11])=[O:8])=[N:4][N:3]=1.[C:36]([NH2:40])([CH3:39])([CH3:38])[CH3:37] |f:4.5|. Reported procedure: A three necked round bottom flask (100 ml) was charged with Raltegravir free hydroxy (5 g), ethanol (45 ml) and water (5 ml) to obtain a mixture. The mixture was heated to 40° C. and tert-butylamine (1300 μl) was added dropwise. There was almost dissolution and heavy precipitation subsequently occurred. The precipitate was filtered under reduced pressure and dried overnight in a vacuum oven at 55° C. The resulting product was characterised by XRPD. The product is NC=1C(=CC2=C(C1)C1=C(CN(CC1)CC(C)=O)C(O2)=O)OC (9-Amino-1,2,3,4-tetrahydro-8-methoxy-3-(2-oxopropyl)-5H-[1]benzopyrano[3,4-c]pyridin-5-one). As a reaction SMILES: [CH3:1][O:2][C:3]1[C:8]([N+:9]([O-])=O)=[CH:7][C:6]2[C:12]3[CH2:17][CH2:16][NH:15][CH2:14][C:13]=3[C:18](=[O:20])[O:19][C:5]=2[CH:4]=1>CN(C)C=O.[Ni]>[NH2:9][C:8]1[C:3]([O:2][CH3:1])=[CH:4][C:5]2[O:19][C:18](=[O:20])[C:13]3[CH2:14][N:15]([CH2:4][C:3](=[O:2])[CH3:8])[CH2:16][CH2:17][C:12]=3[C:6]=2[CH:7]=1. Procedure details: 1,2,3,4-Tetrahydro-8-methoxy-9-nitro-5H-[1]benzopyrano[3,4-c]pyridin-5-one (13.0 g) in N,N-dimethylformamide (130 ml) is hydrogenated over Raney Nickel (2 g). The Raney Nickel is filtered off. The solvent is evaporated to give a light brown solid. The solid is triturated with methanol, washed with methanol, and dried to give the product (8.2 g), mp 178°-180° C. Starting materials: COC1=CC2=C(C=C1[N+](=O)[O-])C1=C(CNCC1)C(O2)=O (1,2,3,4-Tetrahydro-8-methoxy-9-nitro-5H-[1]benzopyrano[3,4-c]pyridin-5-one). Isolated yield 115.3%. Reagents/catalysts: [Ni] (Raney Nickel). Run in CN(C=O)C (N,N-dimethylformamide).